From a dataset of the Open Reaction Database (ORD), a public repository of structured organic reaction records. describe an organic reaction: reactants, conditions, products, and yield The reactants are C(C)(=O)OC(C)C=1C=CC2=C(C(C(=CO2)C#N)=O)C1 (6-(1-acetoxyethyl)-4-oxo-4H-1-benzopyran-3-carbonitrile), [OH-].[Na+] (sodium hydroxide), Cl (hydrochloric acid). Conditions: time 80 minute. Product: OC(C)C=1C=CC2=C(C(C(=CO2)C#N)=O)C1 (6-(1-hydroxyethyl)-4-oxo-4H-1-benzopyran-3-carbonitrile). As a reaction SMILES: C([O:4][CH:5]([C:7]1[CH:8]=[CH:9][C:10]2[O:15][CH:14]=[C:13]([C:16]#[N:17])[C:12](=[O:18])[C:11]=2[CH:19]=1)[CH3:6])(=O)C.[OH-].[Na+].Cl>>[OH:4][CH:5]([C:7]1[CH:8]=[CH:9][C:10]2[O:15][CH:14]=[C:13]([C:16]#[N:17])[C:12](=[O:18])[C:11]=2[CH:19]=1)[CH3:6] |f:1.2|. Reported procedure: A mixture of 1.43 parts of 6-(1-acetoxyethyl)-4-oxo-4H-1-benzopyran-3-carbonitrile and 25 parts by volume of 1N-sodium hydroxide is stirred at room temperature for 80 minutes. After being acidified with 1N-hydrochloric acid, the reaction mixture is extracted with ethyl acetate. The ethyl acetate layer is washed with water and dried on Na2SO4. The ethyl acetate is distilled off and the resulting residue is recrystallized from ethyl acetate. The procedure yields 0.790 part of 6-(1-hydroxyethyl)-4-...